This data is from the Open Reaction Database (ORD), a public repository of structured organic reaction records. The task is: describe an organic reaction: reactants, conditions, products, and yield The reactants are O1CCOC12CCC(CC2)C(CC)NS(=O)(=O)C (N-(1-1,4-dioxaspiro[4.5]decan-8-ylpropyl)methanesulfonamide), Cl (HCl). Run in CC#N (CH3CN). Yields the product O=C1CCC(CC1)C(CC)NS(=O)(=O)C (N-(1-(4-oxocyclohexyl)propyl)methanesulfonamide). RXN SMILES: O1[C:5]2([CH2:10][CH2:9][CH:8]([CH:11]([NH:14][S:15]([CH3:18])(=[O:17])=[O:16])[CH2:12][CH3:13])[CH2:7][CH2:6]2)[O:4]CC1.Cl>CC#N>[O:4]=[C:5]1[CH2:6][CH2:7][CH:8]([CH:11]([NH:14][S:15]([CH3:18])(=[O:17])=[O:16])[CH2:12][CH3:13])[CH2:9][CH2:10]1. Reported procedure: A solution of N-(1-1,4-dioxaspiro[4.5]decan-8-ylpropyl)methanesulfonamide (as prepared in the previous step, 38 mg, 0.14 mmol, 1.00 equiv) in CH3CN (5 mL) and HCl (2M, 1 mL) was stirred for 2 h at room temperature. The resulting mixture was concentrated under vacuum. The residue was diluted with 10 mL of aq. sodium bicarbonate (1M). The resulting solution was extracted with 2×20 mL of dichloromethane. The organic layers were combined, dried over anhydrous sodium sulfate and concentrated under va... The reactants are COc1cc2nccc(Oc3ccc(C)cc3Br)c2cc1OC, CC(C)(C)C(=O)Cl, [Li]CCCC, CCCCCC, C1CCOC1, O. Product: COc1cc2nccc(Oc3ccc(C)cc3C(=O)C(C)(C)C)c2cc1OC. As a reaction SMILES: [Br:1][c:2]1[c:3]([O:4][c:5]2[cH:6][cH:7][n:8][c:9]3[cH:10][c:11]([O:17][CH3:18])[c:12]([O:15][CH3:16])[cH:13][c:14]23)[cH:19][cH:20][c:21]([CH3:23])[cH:22]1.[C:35]([C:36]([CH3:37])([CH3:38])[CH3:39])(=[O:40])[Cl:41].[CH2:30]([Li:31])[CH2:32][CH2:33][CH3:34].[CH3:24][CH2:25][CH2:26][CH2:27][CH2:28][CH3:29].[O:43]1[CH2:44][CH2:45][CH2:46][CH2:47]1.[OH2:42]>>[c:2]1([C:35]([C:36]([CH3:37])([CH3:38])[CH3:39])=[O:40])[c:3]([O:4][c:5]2[cH:6][cH:7][n:8][c:9]3[cH:10][c:11]([O:17][CH3:18])[c:12]([O:15][CH3:16])[cH:13][c:14]23)[cH:19][cH:20][c:21]([CH3:23])[cH:22]1. Reactants: CC(C)O, [Na+], [OH-], O, CCOC(=O)N1CCC(Nc2nc3ccccc3n2CCO)CC1. Product: OCCn1c(NC2CCNCC2)nc2ccccc21. As a reaction SMILES: [CH:27]([OH:28])([CH3:29])[CH3:30].[Na+:26].[OH-:25].[OH2:31].[OH:1][CH2:2][CH2:3][n:4]1[c:5]([NH:13][CH:14]2[CH2:15][CH2:16][N:17]([C:20]([O:21][CH2:22][CH3:23])=[O:24])[CH2:18][CH2:19]2)[n:6][c:7]2[c:8]1[cH:9][cH:10][cH:11][cH:12]2>>[OH:1][CH2:2][CH2:3][n:4]1[c:5]([NH:13][CH:14]2[CH2:15][CH2:16][NH:17][CH2:18][CH2:19]2)[n:6][c:7]2[c:8]1[cH:9][cH:10][cH:11][cH:12]2. Starting materials: FC=1C=NC=CC1C=1C=C2C(=NC1C=1C=NC=CC1)NC(=N2)NN (6-(3-fluoropyridin-4-yl)-2-hydrazino-5-pyridin-3-yl-3H-imidazo[4,5-b]pyridine), CC(CC(C)=O)=O (pentane-2,4-dione), Cl (hydrogen chloride). The solvent is C(C)O (ethanol). The product is CC1=NN(C(=C1)C)C1=NC=2C(=NC(=C(C2)C2=C(C=NC=C2)F)C=2C=NC=CC2)N1 (2-(3,5-Dimethyl-1H-pyrazol-1-yl)-6-(3-fluoropyridin-4-yl)-5-pyridin-3-yl-3H-imidazo[4,5-b]pyridine). The yield is 25.9%. RXN SMILES: [F:1][C:2]1[CH:3]=[N:4][CH:5]=[CH:6][C:7]=1[C:8]1[CH:9]=[C:10]2[N:22]=[C:21]([NH:23][NH2:24])[NH:20][C:11]2=[N:12][C:13]=1[C:14]1[CH:15]=[N:16][CH:17]=[CH:18][CH:19]=1.[CH3:25][C:26](=O)[CH2:27][C:28](=O)[CH3:29].Cl>C(O)C>[CH3:25][C:26]1[CH:27]=[C:28]([CH3:29])[N:23]([C:21]2[NH:20][C:11]3=[N:12][C:13]([C:14]4[CH:15]=[N:16][CH:17]=[CH:18][CH:19]=4)=[C:8]([C:7]4[CH:6]=[CH:5][N:4]=[CH:3][C:2]=4[F:1])[CH:9]=[C:10]3[N:22]=2)[N:24]=1. Procedure: A solution of 6-(3-fluoropyridin-4-yl)-2-hydrazino-5-pyridin-3-yl-3H-imidazo[4,5-b]pyridine (0.05 g, 0.15 mmol), pentane-2,4-dione (0.016 mL, 0.16 mmol) and hydrogen chloride aqueous solution in ethanol (1 mL) was heated in a sealed tube at 80° C. for 16 hours. The acidic pH was neutralized and then the solvent was evaporated and the crude mixture was purified by reverse phase chromatography (water/acetonitrile) to give the title compound (0.015 g, 25% of yield). Reactants: C(=O)C=1C=C(OCCCC(=O)OCC)C=CC1 (4-(3-formylphenoxy)butanoic acid, ethyl ester), C([O-])([O-])=O.[K+].[K+] (potassium carbonate). The solvent is CO.O (methanol water). Yields the product C(=O)C=1C=C(OCCCC(=O)O)C=CC1 (4-(3-formylphenoxy)butanoic acid). The yield is 92.8%. RXN SMILES: [CH:1]([C:3]1[CH:4]=[C:5]([CH:15]=[CH:16][CH:17]=1)[O:6][CH2:7][CH2:8][CH2:9][C:10]([O:12]CC)=[O:11])=[O:2].C(=O)([O-])[O-].[K+].[K+]>CO.O>[CH:1]([C:3]1[CH:4]=[C:5]([CH:15]=[CH:16][CH:17]=1)[O:6][CH2:7][CH2:8][CH2:9][C:10]([OH:12])=[O:11])=[O:2] |f:1.2.3,4.5|. Procedure: A solution of 385 mg (1.63 mmol) of 4-(3-formylphenoxy)butanoic acid, ethyl ester and 850 mg (6.15 mmol) of potassium carbonate is stirred in 6 mL of methanol/water (3:2) at room temperature for 8 hours. The solution is then concentrated in vacuo. The residue is dissolved in 10 mL of 0.1N sodium hydroxide solution and washed with 20 mL of ether. The aqueous layer is separated and acidified with sodium bisulfate and extracted with ethyl acetate. The organic layer is washed with saturated sodium c...